From a dataset of the Open Reaction Database (ORD), a public repository of structured organic reaction records. describe an organic reaction: reactants, conditions, products, and yield Run at time 3 hour. Product: SCCC(=O)N1C(CN(CC1)C)C(=O)OCCC (1-(3-mercapto-1-oxopropyl)-4-methylpiperazine-2-carboxylic acid, n-propyl ester). Reaction SMILES: [SH:1][CH2:2][CH2:3][C:4]([N:6]1[CH2:11][CH2:10][N:9]([CH3:12])[CH2:8][CH:7]1[C:13]([OH:15])=[O:14])=[O:5].[N+](=[CH:18][CH2:19][CH3:20])=[N-].[N+](NC(=N)N(N=O)CCC)([O-])=O>CCOCC>[SH:1][CH2:2][CH2:3][C:4]([N:6]1[CH2:11][CH2:10][N:9]([CH3:12])[CH2:8][CH:7]1[C:13]([O:15][CH2:18][CH2:19][CH3:20])=[O:14])=[O:5]. Starting materials: SCCC(=O)N1C(CN(CC1)C)C(=O)O (1-(3-mercapto-1-oxopropyl)-4-methylpiperazine-2-carboxylic acid), [N+](=[N-])=CCC (diazopropane), [N+](=O)([O-])NC(N(CCC)N=O)=N (N'-nitro-N-nitroso-N-propylguanidine). The solvent is CCOCC (ether), CCOCC (ether). Reported procedure: To a stirred suspension of 11.6 gms. of DL-1-(3-mercapto-1-oxopropyl)-4-methylpiperazine-2-carboxylic acid in 150 ml. of ether there is added dropwise a solution of diazopropane in ether [prepared from 8.75 g. of N'-nitro-N-nitroso-N-propylguanidine by the procedure of McKay et al. Can. J. Res. 28 B, 683(1950)]. The mixture is stirred for an additional three hours, filtered and washed twice with 100 ml. of 5% aqueous sodium bicarbonate solution. The ether solution is dried over anhydrous magnesi... Procedure: 2,2-dichloro-N-{(1S)-1-[(4-(3-fluorophenyl)-4-{2-[(1R,5S)-3-(2-methyl-1H-benzimidazol-1-yl)-8-azabicyclo[3.2.1]oct-8-yl]ethyl}-1-piperidinyl)carbonyl]-2-methylpropyl}acetamide was obtained from treating 1,1-dimethylethyl {(1S)-1-[(4-(3-fluorophenyl)-4-{2-[(1R,5S)-3-(2-methyl-1H-benzimidazol-1-yl)-8-azabicyclo[3.2.1]oct-8-yl]ethyl}-1-piperidinyl) carbonyl]-2-methylpropyl}carbamate (0.614 g, 0.95 mmol) with HCl as outlined in the procedure for Example 890 to form {(1S)-1-[(4-(3-fluorophenyl)-4-{2-... Reaction SMILES: [F:1][C:2]1[CH:3]=[C:4]([C:8]2([CH2:28][CH2:29][N:30]3[C@H:35]4[CH2:36][CH2:37][C@@H:31]3[CH2:32][CH:33]([N:38]3[C:42]5[CH:43]=[CH:44][CH:45]=[CH:46][C:41]=5[N:40]=[C:39]3[CH3:47])[CH2:34]4)[CH2:13][CH2:12][N:11]([C:14]([C@@H:16]([NH:20]C(=O)OC(C)(C)C)[CH:17]([CH3:19])[CH3:18])=[O:15])[CH2:10][CH2:9]2)[CH:5]=[CH:6][CH:7]=1.Cl>>[F:1][C:2]1[CH:3]=[C:4]([C:8]2([CH2:28][CH2:29][N:30]3[C@H:31]4[CH2:37][CH2:36][C@@H:35]3[CH2:34][CH:33]([N:38]3[C:42]5[CH:43]=[CH:44][CH:45]=[CH:46][C:41]=5[N:40]=[C:39]3[CH3:47])[CH2:32]4)[CH2:13][CH2:12][N:11]([C:14]([C@@H:16]([NH2:20])[CH:17]([CH3:18])[CH3:19])=[O:15])[CH2:10][CH2:9]2)[CH:5]=[CH:6][CH:7]=1. Yield: 98.8%. Yields the product FC=1C=C(C=CC1)C1(CCN(CC1)C(=O)[C@H](C(C)C)N)CCN1[C@H]2CC(C[C@@H]1CC2)N2C(=NC1=C2C=CC=C1)C ({(1S)-1-[(4-(3-fluorophenyl)-4-{2-[(1R,5S) 3-(2-methyl-1H-benzimidazol-1-yl)-8-azabicyclo[3.2.1]oct-8-yl]ethyl}-1-piperidinyl) carbonyl]-2-methylpropyl}amine). Reactants: FC=1C=C(C=CC1)C1(CCN(CC1)C(=O)[C@H](C(C)C)NC(OC(C)(C)C)=O)CCN1[C@H]2CC(C[C@@H]1CC2)N2C(=NC1=C2C=CC=C1)C (1,1-dimethylethyl {(1S)-1-[(4-(3-fluorophenyl)-4-{2-[(1R,5S)-3-(2-methyl-1H-benzimidazol-1-yl)-8-azabicyclo[3.2.1]oct-8-yl]ethyl}-1-piperidinyl) carbonyl]-2-methylpropyl}carbamate), Cl (HCl). The reactants are O1C=NC=C1C1=CC=C(C=C1)NC=1N=C(C2=C(N1)CCN(C2)C(=O)OC(C)(C)C)OS(=O)(=O)C(F)(F)F (tert-butyl 2-(4-(oxazol-5-yl)phenylamino)-4-(trifluoromethylsulfonyloxy)-7,8-dihydropyrido[4,3-d]pyrimidine-6(5H)-carboxylate), O1C(CCC1)CNCC (N-((tetrahydrofuran-2-yl)methyl)ethanamine). Solvent: CN(C)C=O (DMF). Run at temperature 80 celsius, time 8 hour. Yields the product C(C)N(C=1C2=C(N=C(N1)NC1=CC=C(C=C1)C1=CN=CO1)CCN(C2)C(=O)OC(C)(C)C)CC2OCCC2 (tert-Butyl 4-(ethyl((tetrahydrofuran-2-yl)methyl)amino)-2-(4-(oxazol-5-yl)phenylamino)-7,8-dihydropyrido[4,3-d]pyrimidine-6(5H)-carboxylate). As a reaction SMILES: [O:1]1[C:5]([C:6]2[CH:11]=[CH:10][C:9]([NH:12][C:13]3[N:14]=[C:15](OS(C(F)(F)F)(=O)=O)[C:16]4[CH2:22][N:21]([C:23]([O:25][C:26]([CH3:29])([CH3:28])[CH3:27])=[O:24])[CH2:20][CH2:19][C:17]=4[N:18]=3)=[CH:8][CH:7]=2)=[CH:4][N:3]=[CH:2]1.[O:38]1[CH2:42][CH2:41][CH2:40][CH:39]1[CH2:43][NH:44][CH2:45][CH3:46]>CN(C=O)C>[CH2:45]([N:44]([CH2:43][CH:39]1[CH2:40][CH2:41][CH2:42][O:38]1)[C:15]1[C:16]2[CH2:22][N:21]([C:23]([O:25][C:26]([CH3:29])([CH3:27])[CH3:28])=[O:24])[CH2:20][CH2:19][C:17]=2[N:18]=[C:13]([NH:12][C:9]2[CH:10]=[CH:11][C:6]([C:5]3[O:1][CH:2]=[N:3][CH:4]=3)=[CH:7][CH:8]=2)[N:14]=1)[CH3:46]. Reported procedure: tert-Butyl 2-(4-(oxazol-5-yl)phenylamino)-4-(trifluoromethylsulfonyloxy)-7,8-dihydropyrido[4,3-d]pyrimidine-6(5H)-carboxylate (350 mg, 0.65 mmol, example 1b) was dissolved in DMF (2 mL). N-((tetrahydrofuran-2-yl)methyl)ethanamine (84 mg, 0.65 mmol) was added and the reaction was stirred at 80° C. overnight. The solvent was evaporated under reduced pressure and the crude was used as such in the subsequent step. Starting materials: [OH-].[Na+] (NaOH), ClC=1C=C(C#N)C=C(C1)N1CCN(CC1)C (3-chloro-5-(4-methyl-piperazin-1-yl)-benzonitrile), C(C)O (ethanol), crude product. Solvent: Cl (HCl). Yields the product ClC=1C=C(C(=O)O)C=C(C1)N1CCN(CC1)C (3-Chloro-5-(4-methyl-piperazin-1-yl)-benzoic acid). Reaction SMILES: [Cl:1][C:2]1[CH:3]=C([CH:7]=[C:8]([N:10]2[CH2:15][CH2:14][N:13]([CH3:16])[CH2:12][CH2:11]2)[CH:9]=1)C#N.[OH-:17].[Na+].[CH2:19]([OH:21])[CH3:20]>Cl>[Cl:1][C:2]1[CH:3]=[C:20]([CH:7]=[C:8]([N:10]2[CH2:15][CH2:14][N:13]([CH3:16])[CH2:12][CH2:11]2)[CH:9]=1)[C:19]([OH:17])=[O:21] |f:1.2|. Procedure: To 3-chloro-5-(4-methyl-piperazin-1-yl)-benzonitrile (1.4 g, 5.9 mmol) dissolved in ethanol (10 ml) was added 2M NaOH (20 ml) and reaction mixture was heated at reflux for 20 hours. The mixture was reduced in vacuo and the crude product was acidified in 1N HCl to pH 6 and partitioned between EtOAc and H2O. The organic layer was evaporated to dryness in vacuo to give 0.7 g of the title compound as a white solid (LC/MS: Rt 1.67, [M+H]+ 256, acidic method). The reactants are FC1=C(C(=O)O)C=CC(=C1)I (2-fluoro-4-iodobenzoic acid), C1(CC1)C=1C(=NC=C(C1)C1CC1)N1CCNCC1 (1-(3,5-dicyclopropylpyridin-2-yl)piperazine). Product: C1(CC1)C=1C(=NC=C(C1)C1CC1)N1CCN(CC1)C(=O)C1=C(C=C(C=C1)I)F ([4-(3,5-dicyclopropylpyridin-2-yl)piperazin-1-yl](2-fluoro-4-iodophenyl)methanone). The yield is 92.9%. As a reaction SMILES: [F:1][C:2]1[CH:10]=[C:9]([I:11])[CH:8]=[CH:7][C:3]=1[C:4]([OH:6])=O.[CH:12]1([C:15]2[C:16]([N:24]3[CH2:29][CH2:28][NH:27][CH2:26][CH2:25]3)=[N:17][CH:18]=[C:19]([CH:21]3[CH2:23][CH2:22]3)[CH:20]=2)[CH2:14][CH2:13]1>>[CH:12]1([C:15]2[C:16]([N:24]3[CH2:25][CH2:26][N:27]([C:4]([C:3]4[CH:7]=[CH:8][C:9]([I:11])=[CH:10][C:2]=4[F:1])=[O:6])[CH2:28][CH2:29]3)=[N:17][CH:18]=[C:19]([CH:21]3[CH2:23][CH2:22]3)[CH:20]=2)[CH2:13][CH2:14]1. Reported procedure: Using 2-fluoro-4-iodobenzoic acid (2.027 g) and 1-(3,5-dicyclopropylpyridin-2-yl)piperazine (1.85 g) described in Preparation Example 88 and by the reaction and treatment in the same manner as in Preparation Example 111, the title compound (3.47 g) was obtained. Yields the product C1(=CC=CC=C1)N1N=C2C(=CNC=C2C2=CC=CC=C2)C1=O (2,5-Dihydro-2,7-diphenylpyrazolo[4,3-c]pyridin-3-one). The yield is 9.4%. As a reaction SMILES: Cl[C:2]1[C:7]([C:8]([O:10]CC)=O)=[CH:6][N:5]=[CH:4][C:3]=1[C:13]1[CH:18]=[CH:17][CH:16]=[CH:15][CH:14]=1.[C:19]1([NH:25][NH2:26])[CH:24]=[CH:23][CH:22]=[CH:21][CH:20]=1>C(O)CCC>[C:19]1([N:25]2[C:8](=[O:10])[C:7]3=[CH:6][NH:5][CH:4]=[C:3]([C:13]4[CH:14]=[CH:15][CH:16]=[CH:17][CH:18]=4)[C:2]3=[N:26]2)[CH:24]=[CH:23][CH:22]=[CH:21][CH:20]=1. The reactants are ClC1=C(C=NC=C1C(=O)OCC)C1=CC=CC=C1 (ethyl 4-chloro-3-phenyl-5-pyridinecarboxylate), C1(=CC=CC=C1)NN (phenylhydrazine), C1(=CC=CC=C1)NN (phenylhydrazine). The solvent is C(CCC)O (1-butanol). Procedure details: A mixture of ethyl 4-chloro-3-phenyl-5-pyridinecarboxylate (0.300 g, 1.15 mmol) and phenylhydrazine (0.125 ml, 1.27 mmol) in 1-butanol (25 ml) was stirred at reflux under nitrogen for 24 h. More phenylhydrazine (0.125 ml, 1.27 mmol) was added and the mixture was stirred at reflux for a further 3 days. The solvent was removed in vacuo and dichloromethane, followed by hydrogen chloride in diethyl ether, was added. The solution was filtered, and the filtrate was washed with aqueous NaHCO3 and evapo...